From a dataset of the Open Reaction Database (ORD), a public repository of structured organic reaction records. describe an organic reaction: reactants, conditions, products, and yield Starting materials: OCC1CN(CCO1)C(C1=CC=CC=C1)(C1=CC=CC=C1)C1=CC=CC=C1 (2-hydroxymethyl-4-tritylmorpholine), CC(C)([O-])C.[K+] (potassium tert-butoxide), C1=C(C=CC2=CC=CC=C12)C1OC1 (2-(2-naphthyl)oxirane), ice water, C(C)(=O)OCC (ethyl acetate). Solvent: CS(=O)C (dimethyl sulfoxide), CS(=O)C (dimethyl sulfoxide). Run at temperature 80 celsius, time 3 hour. Product: C1=C(C=CC2=CC=CC=C12)C(COCC1CN(CCO1)C(C1=CC=CC=C1)(C1=CC=CC=C1)C1=CC=CC=C1)O (1-(2-naphthyl)-2-[(4-tritylmorpholin-2-yl)-methoxy]ethanol). Isolated yield 103.3%. Reaction SMILES: [OH:1][CH2:2][CH:3]1[O:8][CH2:7][CH2:6][N:5]([C:9]([C:22]2[CH:27]=[CH:26][CH:25]=[CH:24][CH:23]=2)([C:16]2[CH:21]=[CH:20][CH:19]=[CH:18][CH:17]=2)[C:10]2[CH:15]=[CH:14][CH:13]=[CH:12][CH:11]=2)[CH2:4]1.CC(C)([O-])C.[K+].[CH:34]1[C:43]2[C:38](=[CH:39][CH:40]=[CH:41][CH:42]=2)[CH:37]=[CH:36][C:35]=1[CH:44]1[CH2:46][O:45]1.C(OCC)(=O)C>CS(C)=O>[CH:34]1[C:43]2[C:38](=[CH:39][CH:40]=[CH:41][CH:42]=2)[CH:37]=[CH:36][C:35]=1[CH:44]([OH:45])[CH2:46][O:1][CH2:2][CH:3]1[O:8][CH2:7][CH2:6][N:5]([C:9]([C:10]2[CH:15]=[CH:14][CH:13]=[CH:12][CH:11]=2)([C:16]2[CH:17]=[CH:18][CH:19]=[CH:20][CH:21]=2)[C:22]2[CH:27]=[CH:26][CH:25]=[CH:24][CH:23]=2)[CH2:4]1 |f:1.2|. Procedure details: A mixture of 6.0 g of 2-hydroxymethyl-4-tritylmorpholine, 1.0 g of potassium tert-butoxide and 6 ml of dimethyl sulfoxide was heated to 80° C. Thereto was dropwise added, at 80°-85° C. in 2 hours, a solution of 2.8 g of 2-(2-naphthyl)oxirane dissolved in 6 ml of dimethyl sulfoxide. The resulting mixture was stirred at the same temperature for 3 hours. The reaction mixture was cooled and added to a mixture of 60 ml of ice water and 60 ml of ethyl acetate. The organic layer was separated, washed w... Yield: 35.0%. Reaction SMILES: [F:1][C:2]1[CH:3]=[CH:4][C:5]([O:12][CH3:13])=[C:6]([C:8](O)([CH3:10])[CH3:9])[CH:7]=1.[CH2:14]([O:16][C:17](=[O:25])[C:18]([O:20][Si](C)(C)C)=[CH2:19])[CH3:15]>C(Cl)Cl>[CH2:14]([O:16][C:17](=[O:25])[C:18](=[O:19])[CH2:20][C:8]([C:6]1[CH:7]=[C:2]([F:1])[CH:3]=[CH:4][C:5]=1[O:12][CH3:13])([CH3:10])[CH3:9])[CH3:15]. Reported procedure: Stannic chloride (5 mL of 1 M solution in methylene chloride, 5 mmol) was added to a stirred solution of 2-(5-fluoro-2-methoxyphenyl)propan-2-ol (2.85 g, 15.5 mmol) and 2-trimethylsilanyloxy-acrylic acid ethyl ester (23.3 mmol, 4.37 g) in anhydrous methylene chloride (45 mL) cooled to −78° C. After 7 hours with the temperature maintained in the range of −78° C. to −50° C., TLC in hexanes-EtOAc (9:1) indicated that a significant amount of starting material remained. More stannic chloride (5 mL of... Run in C(Cl)Cl (methylene chloride). The product is C(C)OC(C(CC(C)(C)C1=C(C=CC(=C1)F)OC)=O)=O (4-(5-fluoro-2-methoxyphenyl)-4-methyl-2-oxopentanoic acid ethyl ester). Reaction conditions: temperature -78 celsius, time 2 hour. Starting materials: stannic chloride, Stannic chloride, FC=1C=CC(=C(C1)C(C)(C)O)OC (2-(5-fluoro-2-methoxyphenyl)propan-2-ol), C(C)OC(C(=C)O[Si](C)(C)C)=O (2-trimethylsilanyloxy-acrylic acid ethyl ester). The reactants are O=C1CC2CC(c3cccc(Br)c3)CC(C1)N2, ClCCl, O=S(=O)(Cl)c1ccc(C(F)(F)F)cc1, c1ccncc1. Yields the product O=C1CC2CC(c3cccc(Br)c3)CC(C1)N2S(=O)(=O)c1ccc(C(F)(F)F)cc1. Reaction SMILES: [Br:1][c:2]1[cH:3][c:4]([CH:8]2[CH2:9][CH:10]3[CH2:11][C:12](=[O:17])[CH2:13][CH:14]([CH2:15]2)[NH:16]3)[cH:5][cH:6][cH:7]1.[Cl:38][CH2:39][Cl:40].[F:18][C:19]([c:20]1[cH:21][cH:22][c:23]([S:26](=[O:27])(=[O:28])[Cl:29])[cH:24][cH:25]1)([F:30])[F:31].[cH:32]1[cH:33][cH:34][n:35][cH:36][cH:37]1>>[Br:1][c:2]1[cH:3][c:4]([CH:8]2[CH2:9][CH:10]3[CH2:11][C:12](=[O:17])[CH2:13][CH:14]([CH2:15]2)[N:16]3[S:26]([c:23]2[cH:22][cH:21][c:20]([C:19]([F:18])([F:30])[F:31])[cH:25][cH:24]2)(=[O:27])=[O:28])[cH:5][cH:6][cH:7]1.